From a dataset of the Open Reaction Database (ORD), a public repository of structured organic reaction records. describe an organic reaction: reactants, conditions, products, and yield Starting materials: [BH4-], C1CCOC1, CCOC(=O)c1cc(I)ccc1C, [Li+]. Product: Cc1ccc(I)cc1CO. Reaction SMILES: [BH4-:14].[CH2:16]1[O:17][CH2:18][CH2:19][CH2:20]1.[I:1][c:2]1[cH:3][cH:4][c:5]([CH3:13])[c:6]([C:7](=[O:8])[O:9][CH2:10][CH3:11])[cH:12]1.[Li+:15]>>[I:1][c:2]1[cH:3][cH:4][c:5]([CH3:13])[c:6]([CH2:7][OH:8])[cH:12]1. Yields the product FC(F)(F)c1cccc(-c2ccc(CCl)cn2)c1. Reactants: CN(C)C=O, ClCCl, OCc1ccc(-c2cccc(C(F)(F)F)c2)nc1, O=S(Cl)Cl. Reaction SMILES: [CH3:5][N:6]([CH3:7])[CH:8]=[O:9].[Cl:28][CH2:29][Cl:30].[F:10][C:11]([c:12]1[cH:13][c:14](-[c:18]2[cH:19][cH:20][c:21]([CH2:24][OH:25])[cH:22][n:23]2)[cH:15][cH:16][cH:17]1)([F:26])[F:27].[S:1]([Cl:2])([Cl:3])=[O:4]>>[Cl:3][CH2:24][c:21]1[cH:20][cH:19][c:18](-[c:14]2[cH:13][c:12]([C:11]([F:10])([F:26])[F:27])[cH:17][cH:16][cH:15]2)[n:23][cH:22]1.